From a dataset of the Open Reaction Database (ORD), a public repository of structured organic reaction records. describe an organic reaction: reactants, conditions, products, and yield Starting materials: FC(C=1C=C(C=CC1)C1=NC2(C(N1)=O)CCN(CC2)S(=O)(=O)C=C)(F)F (2-(3-(trifluoromethyl)phenyl)-8-(vinylsulfonyl)-1,3,8-triazaspiro[4.5]deca-1-en-4-one), CN(C1CCCCC1)C1CCCCC1 (methyldicyclohexylamine), BrC1=C(C=C(C=C1C)N1C(NC(C1(C)C)=O)=O)C (1-(4-bromo-3,5-dimethylphenyl)-5,5-dimethylimidazolidine-2,4-dione), F[B-](F)(F)F.[H+].C(C)(C)(C)P(C(C)(C)C)C(C)(C)C (tri-tert-butylphosphine tetrafluoroboric acid). The reagents and catalysts are [Pd] (palladium). The solvent is CN1C(CCC1)=O (N-methyl-2-pyrrolidone). Reaction conditions: temperature 100 celsius, time 1 hour. Yields the product CC=1C=C(C=C(C1\C=C\S(=O)(=O)N1CCC2(C(NC(=N2)C2=CC(=CC=C2)C(F)(F)F)=O)CC1)C)N1C(NC(C1(C)C)=O)=O ((E)-1-(3,5-dimethyl-4-(2-((4-oxo-2-(3-(trifluoromethyl)phenyl)-1,3,8-triazaspiro[4.5]deca-1-en-8-yl)sulfonyl)vinyl)phenyl)-5,5-dimethylimidazolidine-2,4-dione). Isolated yield 82.4%. RXN SMILES: [F:1][C:2]([F:26])([F:25])[C:3]1[CH:4]=[C:5]([C:9]2[NH:13][C:12](=[O:14])[C:11]3([CH2:19][CH2:18][N:17]([S:20]([CH:23]=[CH2:24])(=[O:22])=[O:21])[CH2:16][CH2:15]3)[N:10]=2)[CH:6]=[CH:7][CH:8]=1.Br[C:28]1[C:33]([CH3:34])=[CH:32][C:31]([N:35]2[C:39]([CH3:41])([CH3:40])[C:38](=[O:42])[NH:37][C:36]2=[O:43])=[CH:30][C:29]=1[CH3:44].F[B-](F)(F)F.[H+].C(P(C(C)(C)C)C(C)(C)C)(C)(C)C.CN(C1CCCCC1)C1CCCCC1>CN1CCCC1=O.[Pd]>[CH3:34][C:33]1[CH:32]=[C:31]([N:35]2[C:39]([CH3:40])([CH3:41])[C:38](=[O:42])[NH:37][C:36]2=[O:43])[CH:30]=[C:29]([CH3:44])[C:28]=1/[CH:24]=[CH:23]/[S:20]([N:17]1[CH2:16][CH2:15][C:11]2([N:10]=[C:9]([C:5]3[CH:6]=[CH:7][CH:8]=[C:3]([C:2]([F:1])([F:25])[F:26])[CH:4]=3)[NH:13][C:12]2=[O:14])[CH2:19][CH2:18]1)(=[O:22])=[O:21] |f:2.3.4|. Procedure details: A mixture of 2-(3-(trifluoromethyl)phenyl)-8-(vinylsulfonyl)-1,3,8-triazaspiro[4.5]deca-1-en-4-one (150 mg, 0.387 mmol) synthesized according to the method described in Schemes 2, 3, and 12 of WO2010/126030(A1), 1-(4-bromo-3,5-dimethylphenyl)-5,5-dimethylimidazolidine-2,4-dione (169 mg, 0.542 mmol), bis(dibenzylidineacetone) palladium (45 mg, 0.077 mmol), tri-tert-butylphosphine tetrafluoroboric acid (22 mg, 0.077 mmol), and methyldicyclohexylamine (0.123 mL, 0.581 mmol) in N-methyl-2-pyrrolidon... Starting materials: CN, Cl, [Na+], [OH-], O, CCCCCCCCCCCC(=O)c1ccc2cc(O)ccc2c1. Yields the product CCCCCCCCCCCC(=O)c1ccc2cc(NC)ccc2c1. Reaction SMILES: [CH3:1][NH2:2].[ClH:3].[Na+:29].[OH-:28].[OH2:30].[OH:4][c:5]1[cH:6][c:7]2[cH:8][cH:9][c:10]([C:15]([CH2:16][CH2:17][CH2:18][CH2:19][CH2:20][CH2:21][CH2:22][CH2:23][CH2:24][CH2:25][CH3:26])=[O:27])[cH:11][c:12]2[cH:13][cH:14]1>>[CH3:1][NH:2][c:5]1[cH:6][c:7]2[cH:8][cH:9][c:10]([C:15]([CH2:16][CH2:17][CH2:18][CH2:19][CH2:20][CH2:21][CH2:22][CH2:23][CH2:24][CH2:25][CH3:26])=[O:27])[cH:11][c:12]2[cH:13][cH:14]1.